From a dataset of the Open Reaction Database (ORD), a public repository of structured organic reaction records. describe an organic reaction: reactants, conditions, products, and yield Starting materials: C(CC1=CC=CC=C1)NC(=S)N (N-phenethylthiourea), BrC(C(=O)C1=CC=CC=C1)C (α-bromopropiophenone). Solvent: C(C)O (ethanol). Product: Br.C(CC1=CC=CC=C1)NC=1SC(=C(N1)C1=CC=CC=C1)C (2-phenethylamino-4-phenyl-5-methylthiazole hydrobromide). Yield: 69.3%. As a reaction SMILES: [CH2:1]([NH:9][C:10]([NH2:12])=[S:11])[CH2:2][C:3]1[CH:8]=[CH:7][CH:6]=[CH:5][CH:4]=1.[Br:13][CH:14]([CH3:23])[C:15]([C:17]1[CH:22]=[CH:21][CH:20]=[CH:19][CH:18]=1)=O>C(O)C>[BrH:13].[CH2:1]([NH:9][C:10]1[S:11][C:14]([CH3:23])=[C:15]([C:17]2[CH:22]=[CH:21][CH:20]=[CH:19][CH:18]=2)[N:12]=1)[CH2:2][C:3]1[CH:8]=[CH:7][CH:6]=[CH:5][CH:4]=1 |f:3.4|. Procedure details: N-phenethylthiourea (2.0 grams, 0.011 moles) and α-bromopropiophenone (2.34 grams, 0.011 moles, Aldrich Chem. Co.) in 10 ml absolute ethanol were heated to reflux temperature for 90 minutes under nitrogen. The ethanol was then removed under vacuum, excess ethyl acetate added and the solids filtered and dried over phosphorous pentoxide. Recrystallization from absolute ethanol yielded 2.86 grams (70%) of 2-phenethylamino-4-phenyl-5-methylthiazole hydrobromide, m.p. 172°-175° C. Starting materials: CC1=NC=CC=C1C(=O)OCC (Ethyl 2-methylpyridine-3-carboxylate), BrN1C(CCC1=O)=O (N-bromosuccinimide), C(C1=CC=CC=C1)OOCC1=CC=CC=C1 (dibenzyl peroxide). Solvent: C(Cl)(Cl)(Cl)Cl (carbon tetrachloride). Product: BrCC1=NC=CC=C1C(=O)OCC (Ethyl 2-bromomethylpyridine-3-carboxylate). RXN SMILES: [CH3:1][C:2]1[C:7]([C:8]([O:10][CH2:11][CH3:12])=[O:9])=[CH:6][CH:5]=[CH:4][N:3]=1.[Br:13]N1C(=O)CCC1=O.C(OOCC1C=CC=CC=1)C1C=CC=CC=1>C(Cl)(Cl)(Cl)Cl>[Br:13][CH2:1][C:2]1[C:7]([C:8]([O:10][CH2:11][CH3:12])=[O:9])=[CH:6][CH:5]=[CH:4][N:3]=1. Reported procedure: Ethyl 2-methylpyridine-3-carboxylate is refluxed with N-bromosuccinimide in carbon tetrachloride with 1% equivalent dibenzyl peroxide to give the title compound. Starting materials: FC=1C=NC2=CC=C(N=C2C1CCN1CC(C1)CN)OC ([(1-{2-[3-fluoro-6-(methyloxy)-1,5-naphthyridin-4-yl]ethyl}-3-azetidinyl)methyl]amine), O=C1CSC2=C(N1)N=C(C=C2)C=O (3-oxo-3,4-dihydro-2H-pyrido[1,4]thiazine-6-carboxaldehyde), [BH4-].[Na+] (NaBH4). Solvent: C(Cl)Cl (CH2Cl2), CCO (EtOH). Conditions: time 12 hour. Product: FC=1C=NC2=CC=C(N=C2C1CCN1CC(C1)CNCC=1C=CC=2SCC(NC2N1)=O)OC (6-({[(1-{2-[3-fluoro-6-(methyloxy)-1,5-naphthyridin-4-yl]ethyl}-3-azetidinyl)methyl]amino}methyl)-2H-pyrido[3,2-b][1,4]thiazin-3(4H)-one). The yield is 109.0%. Reaction SMILES: [F:1][C:2]1[CH:3]=[N:4][C:5]2[C:10]([C:11]=1[CH2:12][CH2:13][N:14]1[CH2:17][CH:16]([CH2:18][NH2:19])[CH2:15]1)=[N:9][C:8]([O:20][CH3:21])=[CH:7][CH:6]=2.[O:22]=[C:23]1[NH:28][C:27]2[N:29]=[C:30]([CH:33]=O)[CH:31]=[CH:32][C:26]=2[S:25][CH2:24]1.[BH4-].[Na+]>C(Cl)Cl.CCO>[F:1][C:2]1[CH:3]=[N:4][C:5]2[C:10]([C:11]=1[CH2:12][CH2:13][N:14]1[CH2:15][CH:16]([CH2:18][NH:19][CH2:33][C:30]3[CH:31]=[CH:32][C:26]4[S:25][CH2:24][C:23](=[O:22])[NH:28][C:27]=4[N:29]=3)[CH2:17]1)=[N:9][C:8]([O:20][CH3:21])=[CH:7][CH:6]=2 |f:2.3|. Procedure details: To a stirred solution of [(1-{2-[3-fluoro-6-(methyloxy)-1,5-naphthyridin-4-yl]ethyl}-3-azetidinyl)methyl]amine (138 mg, 0.47 mmole) in dry CH2Cl2 (40 mL) and dry EtOH (5 mL) at RT was added 3-oxo-3,4-dihydro-2H-pyrido[1,4]thiazine-6-carboxaldehyde (91 mg, 0.47 mmole). After 12 h, NaBH4 was added to the reaction solution. After 4 hrs, silica gel was added to the reaction contents and the slurry was concentrated under vacuum to a dry solid. Purification on silica (CHCl3/MeOH, 9:1 containing 5% NH4... The reactants are BrC1=CC(=C(C(=C1)C)C=1C=C(N2C1N=C(C=C2S)C)C#N)C (8-(4-bromo-2,6-dimethyl-phenyl)-4-mercapto-2-methyl-pyrrolo[1,2-a]pyrimidine-6-carbonitrile), CI (MeI). Solvent: [OH-].[Na+] (NaOH). Reaction conditions: time 1 hour. Yields the product BrC1=CC(=C(C(=C1)C)C=1C=C(N2C1N=C(C=C2SC)C)C#N)C (8-(4-bromo-2,6-dimethyl-phenyl)-2-methyl-4-methylsulfanyl-pyrrolo[1,2-a]pyrimidine-6-carbonitrile). Reaction SMILES: [Br:1][C:2]1[CH:7]=[C:6]([CH3:8])[C:5]([C:9]2[CH:10]=[C:11]([C:20]#[N:21])[N:12]3[C:17]([SH:18])=[CH:16][C:15]([CH3:19])=[N:14][C:13]=23)=[C:4]([CH3:22])[CH:3]=1.[CH3:23]I>[OH-].[Na+]>[Br:1][C:2]1[CH:3]=[C:4]([CH3:22])[C:5]([C:9]2[CH:10]=[C:11]([C:20]#[N:21])[N:12]3[C:17]([S:18][CH3:23])=[CH:16][C:15]([CH3:19])=[N:14][C:13]=23)=[C:6]([CH3:8])[CH:7]=1 |f:2.3|. Procedure details: A mixture of 8-(4-bromo-2,6-dimethyl-phenyl)-4-mercapto-2-methyl-pyrrolo[1,2-a]pyrimidine-6-carbonitrile (7.50 g), MeI (12.5 mL) in 1 M NaOH aqueous solution (100 mL) was stirred at room temperature for 1 h. The reaction mixture was extracted with ethyl acetate. The organic layer was washed with brine, dried over anhydrous sodium sulfate and filtered. The filtrate was concentrated under reduced pressure to give crude 8-(4-bromo-2,6-dimethyl-phenyl)-2-methyl-4-methylsulfanyl-pyrrolo[1,2-a]pyrimid...